This data is from the Open Reaction Database (ORD), a public repository of structured organic reaction records. The task is: describe an organic reaction: reactants, conditions, products, and yield The reactants are C1CCOC1, O=CO, [Li+], COC(=O)C1CCCN1C1CCN(C(=O)C(Cc2cc(Cl)c(N)c(C(F)(F)F)c2)OC(=O)N2CCC(N3CCc4ccccc4NC3=O)CC2)CC1, [OH-], O. Yields the product Nc1c(Cl)cc(CC(OC(=O)N2CCC(N3CCc4ccccc4NC3=O)CC2)C(=O)N2CCC(N3CCCC3C(=O)O)CC2)cc1C(F)(F)F. Reaction SMILES: [CH2:59]1[O:60][CH2:61][CH2:62][CH2:63]1.[CH:55]([OH:56])=[O:57].[Li+:2].[O:3]=[C:4]1[NH:5][c:6]2[c:7]([cH:51][cH:52][cH:53][cH:54]2)[CH2:8][CH2:9][N:10]1[CH:11]1[CH2:12][CH2:13][N:14]([C:17](=[O:18])[O:19][CH:20]([C:21](=[O:22])[N:23]2[CH2:24][CH2:25][CH:26]([N:29]3[CH:30]([C:34](=[O:35])[O:36][CH3:37])[CH2:31][CH2:32][CH2:33]3)[CH2:27][CH2:28]2)[CH2:38][c:39]2[cH:40][c:41]([Cl:50])[c:42]([NH2:49])[c:43]([C:45]([F:46])([F:47])[F:48])[cH:44]2)[CH2:15][CH2:16]1.[OH-:1].[OH2:58]>>[O:3]=[C:4]1[NH:5][c:6]2[c:7]([cH:51][cH:52][cH:53][cH:54]2)[CH2:8][CH2:9][N:10]1[CH:11]1[CH2:12][CH2:13][N:14]([C:17](=[O:18])[O:19][CH:20]([C:21](=[O:22])[N:23]2[CH2:24][CH2:25][CH:26]([N:29]3[CH:30]([C:34](=[O:35])[OH:36])[CH2:31][CH2:32][CH2:33]3)[CH2:27][CH2:28]2)[CH2:38][c:39]2[cH:40][c:41]([Cl:50])[c:42]([NH2:49])[c:43]([C:45]([F:46])([F:47])[F:48])[cH:44]2)[CH2:15][CH2:16]1. Reactants: CC(/C=C/[C@H]1CCC([C@@H]1C\C=C/CCCC(=O)O)=O)(CCC#CC)OC1OCCCC1 ((5Z,13E)-(15RS)-15-methyl-9-oxo-15-(tetrahydropyran-2-yloxy)-5,13-prostadien-18-ynoic acid). Run in C(C)(=O)O.O.C1CCOC1 (acetic acid water THF). Product: OC(/C=C/[C@H]1CCC([C@@H]1C\C=C/CCCC(=O)O)=O)(CCC#CC)C ((5Z,13E)-(15RS)-15-Hydroxy-15-methyl-9-oxo-5,13-prostadien-18-ynoic Acid). RXN SMILES: [CH3:1][C:2]([O:25]C1CCCCO1)([CH2:20][CH2:21][C:22]#[C:23][CH3:24])/[CH:3]=[CH:4]/[C@@H:5]1[C@@H:9]([CH2:10]/[CH:11]=[CH:12]\[CH2:13][CH2:14][CH2:15][C:16]([OH:18])=[O:17])[C:8](=[O:19])[CH2:7][CH2:6]1>C(O)(=O)C.O.C1COCC1>[OH:25][C:2]([CH3:1])([CH2:20][CH2:21][C:22]#[C:23][CH3:24])/[CH:3]=[CH:4]/[C@@H:5]1[C@@H:9]([CH2:10]/[CH:11]=[CH:12]\[CH2:13][CH2:14][CH2:15][C:16]([OH:18])=[O:17])[C:8](=[O:19])[CH2:7][CH2:6]1 |f:1.2.3|. Procedure: 300 mg. of (5Z,13E)-(15RS)-15-methyl-9-oxo-15-(tetrahydropyran-2-yloxy)-5,13-prostadien-18-ynoic acid is agitated for 16 hours at room temperature with 8 ml. of a mixture of glacial acetic acid/water/THF (65/35/10); the mixture is then evaporated under vacuum, and the residue is purified by chromatography on silica gel. With methylene chloride/5% methanol, 205 mg. of the title compound is obtained as a colorless oil.